From a dataset of the Open Reaction Database (ORD), a public repository of structured organic reaction records. describe an organic reaction: reactants, conditions, products, and yield Reactants: CC(=O)[O-], CC(=O)[O-], CC(=O)O, CC(=O)O, O=C(O)O, CCC1C=C(C)CC(C)CC(OC)C2OC(O)(C(=O)C(=O)N3CCCCC3C(=O)OC(C(C)=CC3CCC(O)C(OC)C3)C(C)C(O)CC1=O)C(C)CC2OC, CC(=O)O, ClCCl, [Cu+2], Fc1ccc([Bi](c2ccc(F)cc2)c2ccc(F)cc2)cc1, Fc1ccc([Bi](c2ccc(F)cc2)c2ccc(F)cc2)cc1, [Na+], O=C([O-])O. Yields the product CCC1C=C(C)CC(C)CC(OC)C2OC(O)(C(=O)C(=O)N3CCCCC3C(=O)OC(C(C)=CC3CCC(Oc4ccc(F)cc4)C(OC)C3)C(C)C(O)CC1=O)C(C)CC2OC. Reaction SMILES: [C:125]([O-:126])(=[O:127])[CH3:128].[C:130]([O-:131])(=[O:132])[CH3:133].[C:57]([OH:58])(=[O:59])[CH3:60].[C:61]([OH:62])(=[O:63])[CH3:64].[C:91](=[O:92])([OH:93])[OH:94].[CH2:1]([CH3:2])[CH:3]1[C:4](=[O:56])[CH2:5][CH:6]([OH:55])[CH:7]([CH3:54])[CH:8]([C:42](=[CH:43][CH:44]2[CH2:45][CH:46]([O:51][CH3:52])[CH:47]([OH:50])[CH2:48][CH2:49]2)[CH3:53])[O:9][C:10](=[O:41])[CH:11]2[CH2:12][CH2:13][CH2:14][CH2:15][N:16]2[C:17](=[O:40])[C:18](=[O:39])[C:19]2([OH:38])[CH:20]([CH3:37])[CH2:21][CH:22]([O:35][CH3:36])[CH:23]([CH:24]([O:32][CH3:33])[CH2:25][CH:26]([CH3:31])[CH2:27][C:28]([CH3:30])=[CH:29]1)[O:34]2.[CH3:87][C:88](=[O:89])[OH:90].[Cl:117][CH2:118][Cl:119].[Cu+2:129].[F:65][c:66]1[cH:67][cH:68][c:69]([Bi:72]([c:73]2[cH:74][cH:75][c:76]([F:77])[cH:78][cH:79]2)[c:80]2[cH:81][cH:82][c:83]([F:84])[cH:85][cH:86]2)[cH:70][cH:71]1.[F:95][c:96]1[cH:97][cH:98][c:99]([Bi:100]([c:101]2[cH:102][cH:103][c:104]([F:105])[cH:106][cH:107]2)[c:108]2[cH:109][cH:110][c:111]([F:112])[cH:113][cH:114]2)[cH:115][cH:116]1.[Na+:124].[O-:120][C:121]([OH:122])=[O:123]>>[CH2:1]([CH3:2])[CH:3]1[C:4](=[O:56])[CH2:5][CH:6]([OH:55])[CH:7]([CH3:54])[CH:8]([C:42](=[CH:43][CH:44]2[CH2:45][CH:46]([O:51][CH3:52])[CH:47]([O:50][c:69]3[cH:68][cH:67][c:66]([F:65])[cH:71][cH:70]3)[CH2:48][CH2:49]2)[CH3:53])[O:9][C:10](=[O:41])[CH:11]2[CH2:12][CH2:13][CH2:14][CH2:15][N:16]2[C:17](=[O:40])[C:18](=[O:39])[C:19]2([OH:38])[CH:20]([CH3:37])[CH2:21][CH:22]([O:35][CH3:36])[CH:23]([CH:24]([O:32][CH3:33])[CH2:25][CH:26]([CH3:31])[CH2:27][C:28]([CH3:30])=[CH:29]1)[O:34]2. The reactants are CN1C(CCC1)=O (N-methyl-2-pyrrolidone), ClC=1N(C2=NC(=NC(=C2N1)N1CCOCC1)C=1C=NC(=NC1)N)CC(F)(F)F (5-[8-chloro-6-morpholin-4-yl-9-(2,2,2-trifluoroethyl)-9H-purin-2-yl]pyrimidin-2-amine), C(C)(C)N(CC)C(C)C (diisopropylethylamine). Run in C(Cl)Cl.CO (methylene chloride methanol). Reaction conditions: temperature 100 celsius, time 4 day. Product: C1CC12NCCN(C2)C=2N(C1=NC(=NC(=C1N2)N2CCOCC2)C=2C=NC(=NC2)N)CC(F)(F)F (5-[8-(4,7-Diazaspiro[2.5]oct-7-yl)-6-morpholin-4-yl-9-(2,2,2-trifluoroethyl)-9H-purin-2-yl]pyrimidin-2-amine). The yield is 26.0%. RXN SMILES: [CH3:1][N:2]1[CH2:6][CH2:5][CH2:4][C:3]1=O.Cl[C:9]1[N:10]([CH2:31][C:32]([F:35])([F:34])[F:33])[C:11]2[C:16]([N:17]=1)=[C:15]([N:18]1[CH2:23][CH2:22][O:21][CH2:20][CH2:19]1)[N:14]=[C:13]([C:24]1[CH:25]=[N:26][C:27]([NH2:30])=[N:28][CH:29]=1)[N:12]=2.[CH:36]([N:39](C(C)C)CC)(C)C>C(Cl)Cl.CO>[CH2:4]1[C:5]2([CH2:6][N:2]([C:9]3[N:10]([CH2:31][C:32]([F:35])([F:34])[F:33])[C:11]4[C:16]([N:17]=3)=[C:15]([N:18]3[CH2:19][CH2:20][O:21][CH2:22][CH2:23]3)[N:14]=[C:13]([C:24]3[CH:29]=[N:28][C:27]([NH2:30])=[N:26][CH:25]=3)[N:12]=4)[CH2:1][CH2:36][NH:39]2)[CH2:3]1 |f:3.4|. Procedure details: Potassium carbonate (1.19 g, 8.58 mmol) was added to a methanol solution (10 ml) of 4-(trifluoroacetyl)-4,7-diazaspiro[2.5]octane hydrochloride (1.0 g, 4.09 mmol) at room temperature and the resulting mixture was stirred at 50° C. for 16 hours. The resulting mixture was left standing to cool, then potassium carbonate was removed by filtration, and the filtrate was concentrated to give crude 4,7-diazaspiro[2.5]octane. This compound was added to an N-methyl-2-pyrrolidone suspension of 5-[8-chloro-... The reactants are Cn1ccnc1-c1ccc(CN)cc1, Cc1ccccc1, O=C(N1CCc2ccc(Cl)c(OS(=O)(=O)C(F)(F)F)c2CC1)C(F)(F)F. Yields the product Cn1ccnc1-c1ccc(CNc2c(Cl)ccc3c2CCN(C(=O)C(F)(F)F)CC3)cc1. As a reaction SMILES: [CH3:27][n:28]1[c:29](-[c:33]2[cH:34][cH:35][c:36]([CH2:37][NH2:38])[cH:39][cH:40]2)[n:30][cH:31][cH:32]1.[CH3:41][c:42]1[cH:43][cH:44][cH:45][cH:46][cH:47]1.[Cl:1][c:2]1[c:3]([O:19][S:20]([C:21]([F:22])([F:23])[F:24])(=[O:25])=[O:26])[c:4]2[c:5]([cH:17][cH:18]1)[CH2:6][CH2:7][N:8]([C:11]([C:12]([F:13])([F:14])[F:15])=[O:16])[CH2:9][CH2:10]2>>[Cl:1][c:2]1[c:3]([NH:38][CH2:37][c:36]2[cH:35][cH:34][c:33](-[c:29]3[n:28]([CH3:27])[cH:32][cH:31][n:30]3)[cH:40][cH:39]2)[c:4]2[c:5]([cH:17][cH:18]1)[CH2:6][CH2:7][N:8]([C:11]([C:12]([F:13])([F:14])[F:15])=[O:16])[CH2:9][CH2:10]2. The reactants are FC(C1=CC=C(C=N1)CCN(N)C1=CC=C(C=C1)C)(F)F (1-(2-(6-(trifluoromethyl)pyridin-3-yl)ethyl)-1-p-tolylhydrazine), COC(CCCNC)OC (4,4-dimethoxy-N-methylbutan-1-amine). The product is FC(C1=CC=C(C=N1)CCN1C=C(C2=CC(=CC=C12)C)CCNC)(F)F (2-(1-(2-(6-(trifluoromethyl)pyridin-3-yl)ethyl)-5-methyl-1H-indol-3-yl)-N-methylethanamine). RXN SMILES: [F:1][C:2]([F:21])([F:20])[C:3]1[N:8]=[CH:7][C:6]([CH2:9][CH2:10][N:11]([C:13]2[CH:18]=[CH:17][C:16]([CH3:19])=[CH:15][CH:14]=2)N)=[CH:5][CH:4]=1.CO[CH:24](OC)[CH2:25][CH2:26][CH2:27][NH:28][CH3:29]>>[F:1][C:2]([F:21])([F:20])[C:3]1[N:8]=[CH:7][C:6]([CH2:9][CH2:10][N:11]2[C:13]3[C:18](=[CH:17][C:16]([CH3:19])=[CH:15][CH:14]=3)[C:25]([CH2:26][CH2:27][NH:28][CH3:29])=[CH:24]2)=[CH:5][CH:4]=1. Procedure: The title compound is prepared by General Method 10 using 1-(2-(6-(trifluoromethyl)pyridin-3-yl)ethyl)-1-p-tolylhydrazine (Example 2) and 4,4-dimethoxy-N-methylbutan-1-amine. RXN SMILES: [CH2:12]([CH3:13])[O:14][C:15](=[O:16])[CH:17]1[O:18][CH2:19][CH2:20][C:21](=[O:23])[CH2:22]1.[CH2:24]1[O:25][CH2:26][CH2:27][CH2:28]1.[CH3:1][Si:2]([CH3:3])([CH3:4])[C:5]#[CH:6].[CH3:7][CH2:8][CH2:9][CH2:10][Li:11]>>[CH3:1][Si:2]([CH3:3])([CH3:4])[C:5]#[C:6][C:21]1([OH:23])[CH2:20][CH2:19][O:18][CH:17]([C:15]([O:14][CH2:12][CH3:13])=[O:16])[CH2:22]1. Starting materials: CCOC(=O)C1CC(=O)CCO1, C1CCOC1, C#C[Si](C)(C)C, [Li]CCCC. Yields the product CCOC(=O)C1CC(O)(C#C[Si](C)(C)C)CCO1.